Dataset: the Open Reaction Database (ORD), a public repository of structured organic reaction records. Task: describe an organic reaction: reactants, conditions, products, and yield The product is CC(=O)NCCC1CCc2ccc(NC(=O)CCC(C)OCc3ccccc3)c(O)c21. Reaction SMILES: [CH2:1]([c:2]1[cH:3][cH:4][cH:5][cH:6][cH:7]1)[O:8][CH:9]([CH2:10][CH2:11][C:12](=[O:13])[OH:14])[CH3:15].[CH3:22][N:23]([CH3:24])[CH:25]=[O:26].[Cl:16][C:17]([C:18]([Cl:19])=[O:20])=[O:21].[ClH:27].[NH2:28][c:29]1[cH:30][cH:31][c:32]2[c:36]([c:37]1[OH:38])[CH:35]([CH2:39][CH2:40][NH:41][C:42]([CH3:43])=[O:44])[CH2:34][CH2:33]2.[O:45]1[CH2:46][CH2:47][CH2:48][CH2:49]1.[cH:50]1[cH:51][cH:52][n:53][cH:54][cH:55]1>>[CH2:1]([c:2]1[cH:3][cH:4][cH:5][cH:6][cH:7]1)[O:8][CH:9]([CH2:10][CH2:11][C:12](=[O:14])[NH:28][c:29]1[cH:30][cH:31][c:32]2[c:36]([c:37]1[OH:38])[CH:35]([CH2:39][CH2:40][NH:41][C:42]([CH3:43])=[O:44])[CH2:34][CH2:33]2)[CH3:15]. The reactants are CC(CCC(=O)O)OCc1ccccc1, CN(C)C=O, O=C(Cl)C(=O)Cl, Cl, CC(=O)NCCC1CCc2ccc(N)c(O)c21, C1CCOC1, c1ccncc1. Reactants: [H-].C(C(C)C)[Al+]CC(C)C (Diisobutylaluminum hydride), N1(C=CC2=CC=C(C=C12)C(=O)OC)C(=O)OC(C)(C)C (1-tert-butyl 6-methyl 1H-indole-1,6-dicarboxylate). The solvent is C1(=CC=CC=C1)C (toluene). Run at temperature -50 celsius, time 30 minute. The product is OCC1=CC=C2C=CN(C2=C1)C(=O)OC(C)(C)C (tert-butyl 6-(hydroxymethyl)-1H-indole-1-carboxylate). Yield: 65.9%. As a reaction SMILES: [H-].C([Al+]CC(C)C)C(C)C.[N:11]1([C:24]([O:26][C:27]([CH3:30])([CH3:29])[CH3:28])=[O:25])[C:19]2[C:14](=[CH:15][CH:16]=[C:17]([C:20](OC)=[O:21])[CH:18]=2)[CH:13]=[CH:12]1>C1(C)C=CC=CC=1>[OH:21][CH2:20][C:17]1[CH:18]=[C:19]2[C:14]([CH:13]=[CH:12][N:11]2[C:24]([O:26][C:27]([CH3:30])([CH3:29])[CH3:28])=[O:25])=[CH:15][CH:16]=1 |f:0.1|. Reported procedure: Diisobutylaluminum hydride (1M in toluene, 12 mL, 12 mmol) was added to a solution of 1-tert-butyl 6-methyl 1H-indole-1,6-dicarboxylate (1.38 g, 5.00 mmol) in toluene (15 mL) at −50° C. over 10 minutes. After being stirred at −50° C. for 30 minutes, the reaction was quenched with methanol (2.5 mL) and water (2.5 mL). The resulting precipitate was filtered off, and the filtrate was evaporated. The residue was purified by silica gel chromatography, eluting with petroleum ether/ethyl acetate (5:1 t... Reactants: ClC1=CC=C(C=C1)C(C=1C=C2C(=CC(NC2=CC1)=O)C=1CCN(CC1)C(C(F)(F)F)=O)C1=CC=C(C=C1)Cl (6-(bis(4-chlorophenyl)methyl)-4-(1-(2,2,2-trifluoroacetyl)-1,2,3,6-tetrahydropyridin-4-yl)quinolin-2(1H)-one), C(=O)([O-])[O-].[Na+].[Na+] (Na2CO3). Reagents/catalysts: O (water). Run in C1CCOC1 (THF), CO (MeOH). Conditions: temperature 30 celsius, time 3 hour. Product: ClC1=CC=C(C=C1)C(C=1C=C2C(=CC(NC2=CC1)=O)C=1CCNCC1)C1=CC=C(C=C1)Cl (6-(bis(4-chlorophenyl)methyl)-4-(1,2,3,6-tetrahydropyridin-4-yl)quinolin-2(1H)-one). As a reaction SMILES: [Cl:1][C:2]1[CH:7]=[CH:6][C:5]([CH:8]([C:32]2[CH:37]=[CH:36][C:35]([Cl:38])=[CH:34][CH:33]=2)[C:9]2[CH:10]=[C:11]3[C:16](=[CH:17][CH:18]=2)[NH:15][C:14](=[O:19])[CH:13]=[C:12]3[C:20]2[CH2:21][CH2:22][N:23](C(=O)C(F)(F)F)[CH2:24][CH:25]=2)=[CH:4][CH:3]=1.C([O-])([O-])=O.[Na+].[Na+]>C1COCC1.CO.O>[Cl:38][C:35]1[CH:36]=[CH:37][C:32]([CH:8]([C:5]2[CH:4]=[CH:3][C:2]([Cl:1])=[CH:7][CH:6]=2)[C:9]2[CH:10]=[C:11]3[C:16](=[CH:17][CH:18]=2)[NH:15][C:14](=[O:19])[CH:13]=[C:12]3[C:20]2[CH2:21][CH2:22][NH:23][CH2:24][CH:25]=2)=[CH:33][CH:34]=1 |f:1.2.3|. Reported procedure: A mixture of 6-(bis(4-chlorophenyl)methyl)-4-(1-(2,2,2-trifluoroacetyl)-1,2,3,6-tetrahydropyridin-4-yl)quinolin-2(1H)-one (23 mg, 0.041 mmol), Na2CO3 (22.8 mg, 0.165 mmol) in THF (0.8 mL), MeOH (0.5 mL) and a couple of drops of water was stirred at 30° C. for 3 hr. The solvent was evaporated and to the residue was added DCM and water. The organics were dried over anhydrous Na2SO4, filtered and concentrated to yield 6-(bis(4-chlorophenyl)methyl)-4-(1,2,3,6-tetrahydropyridin-4-yl)quinolin-2(1H)-on... The reactants are CC(C)CS, N#Cc1cnc2ccc(I)cc2c1Cl, [KH], C1CCOC1. Yields the product CC(C)CSc1c(C#N)cnc2ccc(I)cc12. RXN SMILES: [CH3:1][CH:2]([CH2:3][SH:4])[CH3:5].[Cl:6][c:7]1[c:8]([C:18]#[N:19])[cH:9][n:10][c:11]2[cH:12][cH:13][c:14]([I:17])[cH:15][c:16]12.[KH:20].[O:21]1[CH2:22][CH2:23][CH2:24][CH2:25]1>>[CH3:1][CH:2]([CH2:3][S:4][c:7]1[c:8]([C:18]#[N:19])[cH:9][n:10][c:11]2[cH:12][cH:13][c:14]([I:17])[cH:15][c:16]12)[CH3:5]. The reactants are C([O-])([O-])=O.[Cs+].[Cs+] (Caesium carbonate), NC1=NC=CC(=N1)C1=CN=C(N1C)C (2-Amino-4-(1,2-dimethylimidazol-5-yl)pyrimidine), IC1=CC=C(C=C1)S(=O)(=O)F (4-Iodobenzenesulphonyl fluoride), O (water). The reagents and catalysts are C=1C=CC(=CC1)/C=C/C(=O)/C=C/C2=CC=CC=C2.C=1C=CC(=CC1)/C=C/C(=O)/C=C/C2=CC=CC=C2.C=1C=CC(=CC1)/C=C/C(=O)/C=C/C2=CC=CC=C2.[Pd].[Pd] (tris(dibenzylideneacetone)dipalladium), C1(=CC=CC=C1)P(C1=C(C2=CC=CC=C2C=C1)C1=C(C=CC2=CC=CC=C12)P(C1=CC=CC=C1)C1=CC=CC=C1)C1=CC=CC=C1 (2,2′-bis(diphenylphosphino)-1,1′-binaphthyl). The solvent is O1CCOCC1 (dioxane). Run at temperature 80 celsius. Product: CN1C(=NC=C1C1=NC(=NC=C1)NC1=CC=C(C=C1)S(=O)(=O)F)C (4-(1,2-Dimethylimidazol-5-yl)-2-[4-(fluorosulphonyl)anilino]pyrimidine). The yield is 70.8%. RXN SMILES: C(=O)([O-])[O-].[Cs+].[Cs+].[NH2:7][C:8]1[N:13]=[C:12]([C:14]2[N:18]([CH3:19])[C:17]([CH3:20])=[N:16][CH:15]=2)[CH:11]=[CH:10][N:9]=1.I[C:22]1[CH:27]=[CH:26][C:25]([S:28]([F:31])(=[O:30])=[O:29])=[CH:24][CH:23]=1.O>O1CCOCC1.C1C=CC(/C=C/C(/C=C/C2C=CC=CC=2)=O)=CC=1.C1C=CC(/C=C/C(/C=C/C2C=CC=CC=2)=O)=CC=1.C1C=CC(/C=C/C(/C=C/C2C=CC=CC=2)=O)=CC=1.[Pd].[Pd].C1(P(C2C=CC=CC=2)C2C=CC3C(=CC=CC=3)C=2C2C3C(=CC=CC=3)C=CC=2P(C2C=CC=CC=2)C2C=CC=CC=2)C=CC=CC=1>[CH3:19][N:18]1[C:14]([C:12]2[CH:11]=[CH:10][N:9]=[C:8]([NH:7][C:22]3[CH:27]=[CH:26][C:25]([S:28]([F:31])(=[O:30])=[O:29])=[CH:24][CH:23]=3)[N:13]=2)=[CH:15][N:16]=[C:17]1[CH3:20] |f:0.1.2,7.8.9.10.11|. Reported procedure: Caesium carbonate (2.3 g, 7.2 mmol) was added to a degassed solution of 2-amino-4-(1,2-dimethylimidazol-5-yl)pyrimidine (Method 26; 756 mg, 4 mmol), 4-iodosulphonyl fluoride (Method 58; 1.50 g, 5.2 mmol), tris(dibenzylideneacetone)dipalladium (0) (92 mg, 0.18 mmol) and 2,2′-bis(diphenylphosphino)-1,1′-binaphthyl (124 mg, 0.18 mmol) in dioxane (36 ml) under nitrogen. The mixture was heated at 80° C. for 18 hours and then allowed to cool to ambient temperature. The mixture was poured into water (5...